This data is from the Open Reaction Database (ORD), a public repository of structured organic reaction records. The task is: describe an organic reaction: reactants, conditions, products, and yield Reactants: OCC(O)c1ccccc1Br, CC(C)(C)[Si](Cl)(c1ccccc1)c1ccccc1, CCOC(C)=O, CN(C)C=O, ClCCl, Cc1ccccc1, c1c[nH]cn1. Yields the product CC(C)(C)[Si](OCC(O)c1ccccc1Br)(c1ccccc1)c1ccccc1. RXN SMILES: [Br:1][c:2]1[c:3]([CH:8]([CH2:9][OH:10])[OH:11])[cH:4][cH:5][cH:6][cH:7]1.[C:17]([CH3:18])([CH3:19])([CH3:20])[Si:21]([c:22]1[cH:23][cH:24][cH:25][cH:26][cH:27]1)([c:28]1[cH:29][cH:30][cH:31][cH:32][cH:33]1)[Cl:34].[C:43]([O:44][CH2:45][CH3:46])(=[O:47])[CH3:48].[CH3:38][N:39]([CH3:40])[CH:41]=[O:42].[Cl:35][CH2:36][Cl:37].[c:49]1([CH3:50])[cH:51][cH:52][cH:53][cH:54][cH:55]1.[nH:12]1[cH:13][cH:14][n:15][cH:16]1>>[Br:1][c:2]1[c:3]([CH:8]([CH2:9][O:10][Si:21]([C:17]([CH3:18])([CH3:19])[CH3:20])([c:22]2[cH:23][cH:24][cH:25][cH:26][cH:27]2)[c:28]2[cH:29][cH:30][cH:31][cH:32][cH:33]2)[OH:11])[cH:4][cH:5][cH:6][cH:7]1. Starting materials: C(CCCCCC)OC1=CC=C(C(=O)OC2=CC(=C(C=C2)C=O)OC)C=C1 (4-formyl-3-methoxyphenyl 4-(heptyloxy)benzoate), Cl.NCC(=O)OC(C)(C)C (tert-butyl 2-aminoacetate HCl), TEA, S(=O)(=O)([O-])[O-].[Mg+2] (magnesium sulfate), [BH4-].[Na+] (sodium borohydride). Run in C(C)OCC (diethyl ether), C1CCOC1.CO (THF MeOH). Conditions: temperature 0 celsius, time 18 hour. Yields the product C(CCCCCC)OC1=CC=C(C(=O)OC2=CC(=C(C=C2)CNCC(=O)OC(C)(C)C)OC)C=C1 (4-(((2-(tert-butoxy)-2-oxoethyl)amino)methyl)-3-methoxyphenyl 4-(heptyloxy)benzoate). The yield is 60.6%. RXN SMILES: [CH2:1]([O:8][C:9]1[CH:27]=[CH:26][C:12]([C:13]([O:15][C:16]2[CH:21]=[CH:20][C:19]([CH:22]=O)=[C:18]([O:24][CH3:25])[CH:17]=2)=[O:14])=[CH:11][CH:10]=1)[CH2:2][CH2:3][CH2:4][CH2:5][CH2:6][CH3:7].Cl.[NH2:29][CH2:30][C:31]([O:33][C:34]([CH3:37])([CH3:36])[CH3:35])=[O:32].S([O-])([O-])(=O)=O.[Mg+2].[BH4-].[Na+]>C(OCC)C.C1COCC1.CO>[CH2:1]([O:8][C:9]1[CH:27]=[CH:26][C:12]([C:13]([O:15][C:16]2[CH:21]=[CH:20][C:19]([CH2:22][NH:29][CH2:30][C:31]([O:33][C:34]([CH3:37])([CH3:36])[CH3:35])=[O:32])=[C:18]([O:24][CH3:25])[CH:17]=2)=[O:14])=[CH:11][CH:10]=1)[CH2:2][CH2:3][CH2:4][CH2:5][CH2:6][CH3:7] |f:1.2,3.4,5.6,8.9|. Reported procedure: Prepared using General Procedure 12: A suspension of 4-formyl-3-methoxyphenyl 4-(heptyloxy)benzoate (340 mg, 0.918 mmol) INT-25, tert-butyl 2-aminoacetate HCl (154 mg, 0.918 mmol), TEA (128 μL, 0.918 mmol) and magnesium sulfate (500 mg) in diethyl ether (20 mL) was stirred vigorously for 18 h. The reaction mixture was filtered and solvent removed under vacuum. Crude material was taken up into THF/MeOH (10 mL, 10 mL) and sodium borohydride (34.7 mg, 0.918 mmol) added with cooling to 0° C. After s... The reactants are C1(=CC=CC=C1)C=C1CCC2(OCCO2)CC1 (8-phenylmethylene-1,4-dioxaspiro[4.5]decane), C(C)(=O)O (acetic acid). Run in O (water). Yields the product C1(=CC=CC=C1)C=C1CCC(CC1)=O (4-phenylmethylenecyclohexanone). As a reaction SMILES: [C:1]1([CH:7]=[C:8]2[CH2:17][CH2:16][C:11]3(OCC[O:12]3)[CH2:10][CH2:9]2)[CH:6]=[CH:5][CH:4]=[CH:3][CH:2]=1.C(O)(=O)C>O>[C:1]1([CH:7]=[C:8]2[CH2:17][CH2:16][C:11](=[O:12])[CH2:10][CH2:9]2)[CH:6]=[CH:5][CH:4]=[CH:3][CH:2]=1. Procedure details: In an alternate method, when n is the bridging group --CH2 --, the 8-phenylmethylene-1,4-dioxaspiro[4.5]decane is treated with acetic acid and water as previously described, yielding the corresponding 4-phenylmethylenecyclohexanone. The cyclohexanone is then reduced with hydrogen gas in the presence of 10% palladium on charcoal (Degussa type), yielding the corresponding 4-phenylmethylcyclohexanol, which is in turn treated with sodium dichromate and sulfudc acid in water, affording the 4-phenylme... The reactants are CC(C)(C)OC(=O)C(N)CCBr, ClCCl, C1CSCCN1. Product: CC(C)(C)OC(=O)C(N)CC[SH]1CCNCC1. As a reaction SMILES: [C:1](=[O:2])([O:3][C:4]([CH3:5])([CH3:6])[CH3:7])[CH:8]([CH2:9][CH2:10][Br:11])[NH2:12].[Cl:19][CH2:20][Cl:21].[S:13]1[CH2:14][CH2:15][NH:16][CH2:17][CH2:18]1>>[C:1](=[O:2])([O:3][C:4]([CH3:5])([CH3:6])[CH3:7])[CH:8]([CH2:9][CH2:10][SH:13]1[CH2:14][CH2:15][NH:16][CH2:17][CH2:18]1)[NH2:12]. The reactants are C1C=2C(=C3N(C2C=CC1)CCCC3)C(=O)OCC (ethyl 6,7,8,9-tetrahydro-1H-pyrido[1,2-a]indole-10-carboxylate), Cl (HCl). The solvent is C(C)O (ethanol), [OH-].[Na+] (NaOH). Product: C1=C2C(=C3N(C2=CC=C1)CCCC3)C(=O)O (6,7,8,9-tetrahydropyrido[1,2-a]indole-10-carboxylic acid). Yield: 39.5%. As a reaction SMILES: [CH2:1]1[CH2:9][CH:8]=[CH:7][C:6]2[N:5]3[CH2:10][CH2:11][CH2:12][CH2:13][C:4]3=[C:3]([C:14]([O:16]CC)=[O:15])[C:2]1=2.Cl>C(O)C.[OH-].[Na+]>[CH:1]1[CH:9]=[CH:8][CH:7]=[C:6]2[C:2]=1[C:3]([C:14]([OH:16])=[O:15])=[C:4]1[CH2:13][CH2:12][CH2:11][CH2:10][N:5]12 |f:3.4|. Procedure details: A solution of ethyl 6,7,8,9-tetrahydro-1H-pyrido[1,2-a]indole-10-carboxylate (1.20 g, 0.0047 mole) in ethanol (50 ml) and 10% NaOH solution (50 ml) was heated under reflux for 4 hours. The reaction was then acidified with 1M HCl acid (50 ml and extracted with ethyl acetate (50 ml). The organic layer was separated and extracted with 10% Na2CO3 solution (120 ml) and the aqueous solution then reacidified with 5M HCl acid and extracted into ethyl acetate (2×7 5ml). The organic extracts were combined...